This data is from the Open Reaction Database (ORD), a public repository of structured organic reaction records. The task is: describe an organic reaction: reactants, conditions, products, and yield The reactants are C1(=CC=CC=C1)S(=O)(=O)Cl (benzenesulfonyl chloride), [OH-].[Na+] (NaOH), C(C)(=O)OCC (Ethyl acetate), Cl[O-].[Na+] (sodium hypochlorite), [OH-].[Na+] (NaOH), C(=O)(O)C1C2CCC(C1C(N)=O)C2 (2-carboxy-3-carbamoylnorbornane), 2a, C1(=CC=CC=C1)S(=O)(=O)Cl (benzenesulfonyl chloride), [OH-].[Na+] (NaOH), [OH-].[Na+] (NaOH), Cl (HCl), ice. Run at time 1 hour. The product is C(=O)(O)C1C2CCC(C1NS(=O)(=O)C1=CC=CC=C1)C2 (2-carboxy-3-phenylsulfonylaminonorbornane). Yield: 81.8%. RXN SMILES: Cl[O-].[Na+].[OH-].[Na+].C([CH:9]1[CH:14]([C:15](=O)[NH2:16])[CH:13]2[CH2:18][CH:10]1CC2)(O)=O.Cl.[C:20]1([S:26](Cl)(=[O:28])=[O:27])[CH:25]=[CH:24][CH:23]=[CH:22][CH:21]=1.[C:30]([O:33]CC)(=[O:32])[CH3:31]>>[C:30]([CH:31]1[CH:15]([NH:16][S:26]([C:20]2[CH:25]=[CH:24][CH:23]=[CH:22][CH:21]=2)(=[O:28])=[O:27])[CH:14]2[CH2:9][CH:10]1[CH2:18][CH2:13]2)([OH:33])=[O:32] |f:0.1,2.3|. Reported procedure: To a solution of 141.59 g (275 mmol) of sodium hypochlorite (14.7% aqueous solution) and 206 ml (275 mmol×1.5) of 2N NaOH at 25° C. is added a solution of 50.39 g (275 mmol) of 2-carboxy-3-carbamoylnorbornane (2a'), prepared in above 1, in 138 ml (275 mmol) of 2N NaOH. While the mixture is stirred for 1 hour, the temperature rises upto approximately 30° C. Upon continuous stirring for about 30 minutes on a bath of 125° C., the inner temperature rises upto 100° C. After refluxing for 15 minutes, ...